This data is from the Open Reaction Database (ORD), a public repository of structured organic reaction records. The task is: describe an organic reaction: reactants, conditions, products, and yield Reported procedure: 1-Benzyloxycarbonyl-4-phthalimidylpiperidine (1.50 g, 4.27 mmol), prepared in Example 16B, was taken up in 20 mL of ethanol. To this solution was added hydrazine monohydrate (35 mL, 700 mmol) and this mixture was heated at 100° C. for 3 h. Brine solution (40 mL) and 10% aq. K2CO3 (60 mL) were added and the mixture was extracted with 5% MeOH/CHCl3 (3×). The combined extracts were washed with 2N aq. HCl, 2N aq. NaOH, brine solution, dried over Na2SO4 and concentrated to give 0.847 g, (85%) of 4-am... The product is NC1CCN(CC1)C(=O)OCC1=CC=CC=C1 (4-amino-1-benzyloxycarbonylpiperidine). Isolated yield 85.0%. The reactants are C(C1=CC=CC=C1)OC(=O)N1CCC(CC1)N1C(C=2C(C1=O)=CC=CC2)=O (1-Benzyloxycarbonyl-4-phthalimidylpiperidine), C(=O)([O-])[O-].[K+].[K+] (K2CO3), O.NN (hydrazine monohydrate). Reaction SMILES: [CH2:1]([O:8][C:9]([N:11]1[CH2:16][CH2:15][CH:14]([N:17]2C(=O)C3=CC=CC=C3C2=O)[CH2:13][CH2:12]1)=[O:10])[C:2]1[CH:7]=[CH:6][CH:5]=[CH:4][CH:3]=1.O.NN.C([O-])([O-])=O.[K+].[K+]>C(O)C.[Cl-].[Na+].O>[NH2:17][CH:14]1[CH2:13][CH2:12][N:11]([C:9]([O:8][CH2:1][C:2]2[CH:7]=[CH:6][CH:5]=[CH:4][CH:3]=2)=[O:10])[CH2:16][CH2:15]1 |f:1.2,3.4.5,7.8.9|. Run at temperature 100 celsius. Run in C(C)O (ethanol), [Cl-].[Na+].O (Brine). Starting materials: N1C=PC=2N=CNC(C21)=O (1,3-azaphospholo[4,5-d]pyrimidin-7(1H,6H)-one), N1C=PC=2N=CNC(C21)=O (1,3-azaphospholo[4,5-d]pyrimidin-7(1H,6H)-one), P(=O)(Cl)(Cl)Cl (phosphorus oxychloride). Reaction conditions: time 50 minute. The product is ClC=1C2=C(N=CN1)P=CN2 (7-Chloro-1H-1,3-azaphospholo[4,5-d]pyrimidine). Yield: 49.0%. Reaction SMILES: [NH:1]1[C:9]2[C:8](=O)[NH:7][CH:6]=[N:5][C:4]=2[P:3]=[CH:2]1.P(Cl)(Cl)([Cl:13])=O>>[Cl:13][C:8]1[C:9]2[NH:1][CH:2]=[P:3][C:4]=2[N:5]=[CH:6][N:7]=1. Reported procedure: A mixture of 1,3-azaphospholo[4,5-d]pyrimidin-7(1H,6H)-one (compound 12, 5.0 g, 32.66 mmol) and phosphorus oxychloride (125 mL) was heated under reflux with stirring for 50 min under an argon atmosphere. The reaction mixture was cooled to room temperature and unreacted phosphorus oxychloride was removed under reduced pressure at 25° C. The residual syrup was cooled to 0° C. and carefully neutralized with 2 N aqueous ammonium hydroxide. The precipitate formed was collected by filtration, washed w...